From a dataset of the Open Reaction Database (ORD), a public repository of structured organic reaction records. describe an organic reaction: reactants, conditions, products, and yield The reactants are CC(=O)[O-], COCC(=O)CC(=O)OC, O=Cc1ccc(F)c(F)c1, C1CC[NH2+]CC1, c1ccccc1. The product is COCC(=O)C(=Cc1ccc(F)c(F)c1)C(=O)OC. As a reaction SMILES: [C:21]([O-:22])(=[O:23])[CH3:24].[CH3:1][O:2][CH2:3][C:4]([CH2:5][C:6](=[O:7])[O:8][CH3:9])=[O:10].[F:11][c:12]1[cH:13][c:14]([CH:15]=[O:16])[cH:17][cH:18][c:19]1[F:20].[NH2+:25]1[CH2:26][CH2:27][CH2:28][CH2:29][CH2:30]1.[cH:31]1[cH:32][cH:33][cH:34][cH:35][cH:36]1>>[CH3:1][O:2][CH2:3][C:4]([C:5]([C:6](=[O:7])[O:8][CH3:9])=[CH:15][c:14]1[cH:13][c:12]([F:11])[c:19]([F:20])[cH:18][cH:17]1)=[O:10]. Yields the product Cc1ccc(S(=O)(=O)OCC2COc3ccc(S(C)(=O)=O)cc3O2)cc1. Reaction SMILES: [CH3:1][S:2](=[O:3])(=[O:4])[c:5]1[cH:6][cH:7][c:8]2[c:9]([cH:16]1)[O:10][CH:11]([CH2:14][OH:15])[CH2:12][O:13]2.[Cl:28][CH2:29][Cl:30].[c:17]1([CH3:27])[cH:18][cH:19][c:20]([S:23](=[O:24])(=[O:25])[Cl:26])[cH:21][cH:22]1>>[CH3:1][S:2](=[O:3])(=[O:4])[c:5]1[cH:6][cH:7][c:8]2[c:9]([cH:16]1)[O:10][CH:11]([CH2:14][O:15][S:23]([c:20]1[cH:19][cH:18][c:17]([CH3:27])[cH:22][cH:21]1)(=[O:24])=[O:25])[CH2:12][O:13]2. Reactants: CS(=O)(=O)c1ccc2c(c1)OC(CO)CO2, ClCCl, Cc1ccc(S(=O)(=O)Cl)cc1.